From a dataset of the Open Reaction Database (ORD), a public repository of structured organic reaction records. describe an organic reaction: reactants, conditions, products, and yield Reactants: C(C(C)(C)C)(=O)OC1=CC(=C(C=C1)C1=C(C=CC(=C1)OC)F)C=1OC(=NN1)C(C)(C)C (2-(5-(tert-butyl)-1,3,4-oxadiazol-2-yl)-2′-fluoro-5′-methoxy-[1,1′-biphenyl]-4-yl pivalate), [OH-].[Na+] (sodium hydroxide), O (Water), Cl (hydrochloric acid). The solvent is CO (methanol), C1CCOC1 (THF). Conditions: time 4 hour. The product is C(C)(C)(C)C1=NN=C(O1)C1=C(C=CC(=C1)O)C1=C(C=CC(=C1)OC)F (2-(5-(tert-butyl)-1,3,4-oxadiazol-2-yl)-2′-fluoro-5′-methoxy-[1,1′-biphenyl]-4-ol). The yield is 35.1%. As a reaction SMILES: C([O:7][C:8]1[CH:13]=[CH:12][C:11]([C:14]2[CH:19]=[C:18]([O:20][CH3:21])[CH:17]=[CH:16][C:15]=2[F:22])=[C:10]([C:23]2[O:24][C:25]([C:28]([CH3:31])([CH3:30])[CH3:29])=[N:26][N:27]=2)[CH:9]=1)(=O)C(C)(C)C.[OH-].[Na+].O.Cl>CO.C1COCC1>[C:28]([C:25]1[O:24][C:23]([C:10]2[CH:9]=[C:8]([OH:7])[CH:13]=[CH:12][C:11]=2[C:14]2[CH:19]=[C:18]([O:20][CH3:21])[CH:17]=[CH:16][C:15]=2[F:22])=[N:27][N:26]=1)([CH3:31])([CH3:29])[CH3:30] |f:1.2|. Procedure details: To a solution of 2-(5-(tert-butyl)-1,3,4-oxadiazol-2-yl)-2′-fluoro-5′-methoxy-[1,1′-biphenyl]-4-yl pivalate (405 mg) in methanol (3.0 mL) and THF (3.0 mL) was added 1N aqueous sodium hydroxide solution (3.0 mL), and the mixture was stirred at room temperature for 4 hr. Water and hydrochloric acid were added, and the mixture was extracted with ethyl acetate. The extract was washed with saturated brine and dried over anhydrous sodium sulfate. The solvent was evaporated under reduced pressure and t... Starting materials: 3.259, BrC1=CC=C(C=C1)CCC(C(=O)O)(S(=O)(=O)C)C ((+/−)-4-(4-Bromophenyl)-2-methyl-2-(methylsulfonyl)butanoic acid), C(C)OC(C(CCC1=C(C=C(C=C1)Br)C)(C)S(=O)(=O)C)=O (4-(4-bromo-2-methyl-phenyl)-2-methanesulfonyl-2-methyl-butyric acid ethyl ester), [OH-].[Li+] (lithium hydroxide). Solvent: O (water). Yields the product BrC1=CC(=C(C=C1)CCC(C(=O)O)(S(=O)(=O)C)C)C (4-(4-Bromo-2-methylphenyl)-2-methyl-2-(methylsulfonyl)butanoic acid). As a reaction SMILES: BrC1C=CC(CCC(C)(S(C)(=O)=O)C(O)=O)=CC=1.C([O:21][C:22](=[O:39])[C:23]([S:35]([CH3:38])(=[O:37])=[O:36])([CH3:34])[CH2:24][CH2:25][C:26]1[CH:31]=[CH:30][C:29]([Br:32])=[CH:28][C:27]=1[CH3:33])C.[OH-].[Li+]>O>[Br:32][C:29]1[CH:30]=[CH:31][C:26]([CH2:25][CH2:24][C:23]([CH3:34])([S:35]([CH3:38])(=[O:37])=[O:36])[C:22]([OH:39])=[O:21])=[C:27]([CH3:33])[CH:28]=1 |f:2.3|. Procedure: The title compound was synthesized according to the general procedure of Preparation Number 2, Step 3, for the preparation of (II) except that 4-(4-bromo-2-methyl-phenyl)-2-methanesulfonyl-2-methyl-butyric acid ethyl ester was used instead of (+/−)-ethyl 4-(4-bromophenyl)-2-methyl-2-(methylsulfonyl)butanoate and that the lithium hydroxide was dissolve in water prior to addition. Yield: 3.259 (81.2%). Starting materials: FC1=C(C=CC=C1F)C(CCC=C)(CCC=C)O (5-(2,3-difluorophenyl)nona-1,8-dien-5-ol). Reagents/catalysts: Cl[Ru]([P](C1CCCCC1)(C2CCCCC2)C3CCCCC3)(=CC4=CC=CC=C4)(Cl)=C5N(C6=C(C)C=C(C)C=C6C)CCN5C7=C(C)C=C(C)C=C7C (Grubbs II). Run in C(Cl)Cl (CH2Cl2). Reaction conditions: temperature 45 celsius. Product: FC1=C(C=CC=C1F)C1(CC\C=C/CC1)O ((Z)-1-(2,3-difluorophenyl)cyclohept-4-enol). As a reaction SMILES: [F:1][C:2]1[C:7]([F:8])=[CH:6][CH:5]=[CH:4][C:3]=1[C:9]([OH:18])([CH2:14][CH2:15][CH:16]=[CH2:17])[CH2:10][CH2:11]C=C>C(Cl)Cl.Cl[Ru](=C1N(C2C(C)=CC(C)=CC=2C)CCN1C1C(C)=CC(C)=CC=1C)(Cl)(=CC1C=CC=CC=1)[P](C1CCCCC1)(C1CCCCC1)C1CCCCC1>[F:1][C:2]1[C:7]([F:8])=[CH:6][CH:5]=[CH:4][C:3]=1[C:9]1([OH:18])[CH2:10][CH2:11][CH:17]=[CH:16][CH2:15][CH2:14]1 |^1:54|. Procedure: In a 500 mL round-bottomed flask (t=g) was added 5-(2,3-difluorophenyl)nona-1,8-dien-5-ol (1.15 g, 4.56 mmol) in CH2Cl2 (50 mL) to give a colorless solution. Grubbs II (0.193 g, 0.228 mmol) was added, and the mixture was heated at 45° C. for 19 hours. TLC showed clean conversion to a more polar spot. Combined material with 68908-184 and concentrated to dryness and the residue was subject to purification up to 50% Et2O/hexane. The major peak was pooled and concentrated to a colorless oil (0.761 g...